This data is from the Open Reaction Database (ORD), a public repository of structured organic reaction records. The task is: describe an organic reaction: reactants, conditions, products, and yield The reactants are C1CCOC1, CCOC(C)=O, CCCCCC, COC(=O)Cc1c(Cl)nc(Cc2ccc([N+](=O)[O-])cc2)nc1N(C)C, [H][H]. Product: COC(=O)Cc1c(Cl)nc(Cc2ccc(N)cc2)nc1N(C)C. Reaction SMILES: [CH2:28]1[O:29][CH2:30][CH2:31][CH2:32]1.[CH3:33][CH2:34][O:35][C:36]([CH3:37])=[O:38].[CH3:39][CH2:40][CH2:41][CH2:42][CH2:43][CH3:44].[Cl:1][c:2]1[n:3][c:4]([CH2:16][c:17]2[cH:18][cH:19][c:20]([N+:23]([O-:24])=[O:25])[cH:21][cH:22]2)[n:5][c:6]([N:13]([CH3:14])[CH3:15])[c:7]1[CH2:8][C:9](=[O:10])[O:11][CH3:12].[H:26][H:27]>>[Cl:1][c:2]1[n:3][c:4]([CH2:16][c:17]2[cH:18][cH:19][c:20]([NH2:23])[cH:21][cH:22]2)[n:5][c:6]([N:13]([CH3:14])[CH3:15])[c:7]1[CH2:8][C:9](=[O:10])[O:11][CH3:12]. Reactants: BrC1=CC(=C(C=C1)OC)[N+](=O)[O-] (4-bromo-2-nitroanisole), Cl (hydrochloric acid). The reagents and catalysts are [Fe] (iron). Run in C(C)O (ethanol). Product: BrC=1C=CC(=C(N)C1)OC (5-bromo-2-methoxyaniline). The yield is 72.2%. RXN SMILES: [Br:1][C:2]1[CH:7]=[CH:6][C:5]([O:8][CH3:9])=[C:4]([N+:10]([O-])=O)[CH:3]=1.Cl>C(O)C.[Fe]>[Br:1][C:2]1[CH:7]=[CH:6][C:5]([O:8][CH3:9])=[C:4]([CH:3]=1)[NH2:10]. Reported procedure: A stirred mixture of 4-bromo-2-nitroanisole (98.56 g) and iron powder (113.7 g) in ethanol (1.51) was heated to reflux and treated dropwise with hydrochloric acid (350 ml, 0.5N) over 1 hour. After refluxing for a further 3 hours the reaction mixture was cooled to room temperature then filtered through hyflosupercel. The filtrate was evaporated and the residue was treated with saturated sodium bicarbonate solution (21) then filtered. The solid was washed with water then recrystallised from cycloh... Starting materials: C1(=CC=CC=C1)CCCN (3-phenylpropan-1-amine), C1N(CC2=CC=CC=C12)C(=O)NCCC(=O)O (3-(isoindoline-2-carboxamido)propanoic acid), C1N(CC2=CC=CC=C12)C(=O)NC1=CC=C(C(=O)O)C=C1 (4-(isoindoline-2-carboxamido)benzoic acid). Product: CC(CCNC(CCNC(=O)N1CC2=CC=CC=C2C1)=O)C (N-{3-[(3-methylbutyl)amino]-3-oxopropyl}-1,3-dihydro-2H-isoindole-2-carboxamide). Reaction SMILES: C1(CCCN)C=CC=CC=1.[CH2:11]1[C:19]2[C:14](=[CH:15][CH:16]=[CH:17][CH:18]=2)[CH2:13][N:12]1[C:20]([NH:22][CH2:23][CH2:24][C:25]([OH:27])=O)=[O:21].[CH2:28]1[C:36]2[C:31](=[CH:32]C=CC=2)[CH2:30][N:29]1C(NC1C=CC(C(O)=O)=CC=1)=O>>[CH3:30][CH:31]([CH3:32])[CH2:36][CH2:28][NH:29][C:25](=[O:27])[CH2:24][CH2:23][NH:22][C:20]([N:12]1[CH2:11][C:19]2[C:14](=[CH:15][CH:16]=[CH:17][CH:18]=2)[CH2:13]1)=[O:21]. Reported procedure: The title compound was prepared as described in Example 1C, substituting 1,3-methylbutan-1-amine for 3-phenylpropan-1-amine and 3-(isoindoline-2-carboxamido)propanoic acid for 4-(isoindoline-2-carboxamido)benzoic acid. 1H NMR (300 MHz, DMSO-d6) δ ppm 7.76-7.81 (m, 1H), 7.25-7.34 (m, 4H), 6.31-6.36 (m, 1H), 4.56 (s, 4H), 3.23-3.31 (m, 2H), 3.02-3.09 (m, 2H), 2.27 (t, J=7.0 Hz, 2H), 1.46-1.62 (m, 1H), 1.27 (q, J=7.1 Hz, 2H), 0.84 (d, J=6.6 Hz, 6H); MS (ESI(+)) m/e 304 (M+H)+. The reactants are CO, CC1CN(Cc2ccc([N+](=O)[O-])cc2)CCN1C(=O)OC(C)(C)C, [K+], [OH-], O. Yields the product CC1CN(Cc2ccc(N)cc2)CCN1C(=O)OC(C)(C)C. Reaction SMILES: [CH3:28][OH:29].[CH3:3][CH:4]1[N:5]([C:20](=[O:21])[O:22][C:23]([CH3:24])([CH3:25])[CH3:26])[CH2:6][CH2:7][N:8]([CH2:10][c:11]2[cH:12][cH:13][c:14]([N+:17]([O-:18])=[O:19])[cH:15][cH:16]2)[CH2:9]1.[K+:2].[OH-:1].[OH2:27]>>[CH3:3][CH:4]1[N:5]([C:20](=[O:21])[O:22][C:23]([CH3:24])([CH3:25])[CH3:26])[CH2:6][CH2:7][N:8]([CH2:10][c:11]2[cH:12][cH:13][c:14]([NH2:17])[cH:15][cH:16]2)[CH2:9]1. Starting materials: CCOC(CN)OCC, C1COCCO1, O, Cn1c([N+](=O)[O-])cnc1C1=CNN(NCCO)S1. The product is CCOC(CNN1NC=C(c2ncc([N+](=O)[O-])n2C)S1)OCC. As a reaction SMILES: [CH2:19]([CH3:20])[O:21][CH:22]([CH2:23][NH2:24])[O:25][CH2:26][CH3:27].[O:28]1[CH2:29][CH2:30][O:31][CH2:32][CH2:33]1.[OH2:34].[OH:1][CH2:2][CH2:3][NH:4][N:5]1[S:6][C:7]([c:10]2[n:11]([CH3:18])[c:12]([N+:15](=[O:16])[O-:17])[cH:13][n:14]2)=[CH:8][NH:9]1>>[N:5]1([NH:24][CH2:23][CH:22]([O:21][CH2:19][CH3:20])[O:25][CH2:26][CH3:27])[S:6][C:7]([c:10]2[n:11]([CH3:18])[c:12]([N+:15](=[O:16])[O-:17])[cH:13][n:14]2)=[CH:8][NH:9]1. Reactants: C1(=CC=CC=C1)N1N=C(CC1CC1N=C(CCCC1)OC)C(F)(F)F (2-[[4,5-dihydro-1-phenyl-3-(trifluoromethyl)-1H-pyrazol-5-yl]methyl)-3,4,5,6-tetrahydro-7-methoxy-2H-azepine), [Cl-].[NH4+] (ammonium chloride). The product is Cl.C1(=CC=CC=C1)N1N=C(CC1CC1CCCCC(N1)=N)C(F)(F)F (7-[[4,5-dihydro-1-phenyl-3-(trifluoromethyl)-1H-pyrazol-5-yl]methyl]-hexahydro-2H-azepin-2-imine, monohydrochloride). RXN SMILES: [C:1]1([N:7]2[CH:11]([CH2:12][CH:13]3[CH2:19][CH2:18][CH2:17][CH2:16][C:15](OC)=[N:14]3)[CH2:10][C:9]([C:22]([F:25])([F:24])[F:23])=[N:8]2)[CH:6]=[CH:5][CH:4]=[CH:3][CH:2]=1.[Cl-:26].[NH4+:27]>>[ClH:26].[C:1]1([N:7]2[CH:11]([CH2:12][CH:13]3[NH:14][C:15](=[NH:27])[CH2:16][CH2:17][CH2:18][CH2:19]3)[CH2:10][C:9]([C:22]([F:25])([F:24])[F:23])=[N:8]2)[CH:6]=[CH:5][CH:4]=[CH:3][CH:2]=1 |f:1.2,3.4|. Procedure details: The title product of Example 133 is reacted with ammonium chloride by the method of Example 5 to generate the title compound. Reactants: C(C)OC(=O)C1=NNC(=C1)C(CBr)=O (5-(2-bromoacetyl)pyrazole-3-carboxylic acid ethyl ester), NC(=S)N (thiourea). Run in C(C)O (ethanol). Run at temperature 60 celsius, time 30 minute. Product: C(C)OC(=O)C1=NNC(=C1)C=1N=C(SC1)N (5-(2-aminothiazol-4-yl)pyrazole-3-carboxylic acid ethyl ester). Yield: 71.9%. RXN SMILES: [CH2:1]([O:3][C:4]([C:6]1[CH:10]=[C:9]([C:11](=O)[CH2:12]Br)[NH:8][N:7]=1)=[O:5])[CH3:2].[NH2:15][C:16]([NH2:18])=[S:17]>C(O)C>[CH2:1]([O:3][C:4]([C:6]1[CH:10]=[C:9]([C:11]2[N:15]=[C:16]([NH2:18])[S:17][CH:12]=2)[NH:8][N:7]=1)=[O:5])[CH3:2]. Procedure: A mixture of 5-(2-bromoacetyl)pyrazole-3-carboxylic acid ethyl ester (6.2 g), thiourea (1.8 g), and ethanol (100 ml) was stirred at 60° C. for 30 minutes and concentrated. The residue was dissolved in 100 ml of 1N HCl solution, and washed with ethyl ether (2×100 ml). The aqueous solution was neutralized with NaHCO3. The resulting precipitates were collected through a filtration to afford 4.05 g of 5-(2-aminothiazol-4-yl)pyrazole-3-carboxylic acid ethyl ester as brown solids, mp 205°-207° C. NMR:... Reactants: C1CCOC1, COc1ccc(COC(c2ccc(OC(CO)Cc3ccccc3)c(C)c2)(C(F)(F)F)C(F)(F)F)cc1, COC(=O)CCc1ccc(O)cc1, [Cl-], [NH4+], CCOC(=O)N=NC(=O)OCC, c1ccc(P(c2ccccc2)c2ccccc2)cc1. Product: COC(=O)CCc1ccc(OCC(Cc2ccccc2)Oc2ccc(C(OCc3ccc(OC)cc3)(C(F)(F)F)C(F)(F)F)cc2C)cc1. Reaction SMILES: [CH2:84]1[O:85][CH2:86][CH2:87][CH2:88]1.[CH3:1][c:2]1[c:3]([O:4][CH:5]([CH2:6][OH:7])[CH2:8][c:9]2[cH:10][cH:11][cH:12][cH:13][cH:14]2)[cH:15][cH:16][c:17]([C:19]([C:20]([F:21])([F:22])[F:23])([C:24]([F:25])([F:26])[F:27])[O:28][CH2:29][c:30]2[cH:31][cH:32][c:33]([O:36][CH3:37])[cH:34][cH:35]2)[cH:18]1.[CH3:38][O:39][C:40]([CH2:41][CH2:42][c:43]1[cH:44][cH:45][c:46]([OH:49])[cH:47][cH:48]1)=[O:50].[Cl-:82].[NH4+:83].[O:70]=[C:71]([O:72][CH2:73][CH3:74])[N:75]=[N:76][C:77]([O:78][CH2:79][CH3:80])=[O:81].[c:51]1([P:52]([c:53]2[cH:54][cH:55][cH:56][cH:57][cH:58]2)[c:59]2[cH:60][cH:61][cH:62][cH:63][cH:64]2)[cH:65][cH:66][cH:67][cH:68][cH:69]1>>[CH3:1][c:2]1[c:3]([O:4][CH:5]([CH2:6][O:7][c:46]2[cH:45][cH:44][c:43]([CH2:42][CH2:41][C:40]([O:39][CH3:38])=[O:50])[cH:48][cH:47]2)[CH2:8][c:9]2[cH:10][cH:11][cH:12][cH:13][cH:14]2)[cH:15][cH:16][c:17]([C:19]([C:20]([F:21])([F:22])[F:23])([C:24]([F:25])([F:26])[F:27])[O:28][CH2:29][c:30]2[cH:31][cH:32][c:33]([O:36][CH3:37])[cH:34][cH:35]2)[cH:18]1. Reactants: Cc1cccc(-c2nccn2CCCCCCN2C(=O)c3ccccc3C2=O)n1, CCO, NN, O. The product is Cc1cccc(-c2nccn2CCCCCCN)n1. As a reaction SMILES: [CH3:1][c:2]1[cH:3][cH:4][cH:5][c:6](-[c:8]2[n:9]([CH2:13][CH2:14][CH2:15][CH2:16][CH2:17][CH2:18][N:19]3[C:20](=[O:21])[c:22]4[cH:23][cH:24][cH:25][cH:26][c:27]4[C:28]3=[O:29])[cH:10][cH:11][n:12]2)[n:7]1.[CH3:33][CH2:34][OH:35].[NH2:31][NH2:32].[OH2:30]>>[CH3:1][c:2]1[cH:3][cH:4][cH:5][c:6](-[c:8]2[n:9]([CH2:13][CH2:14][CH2:15][CH2:16][CH2:17][CH2:18][NH2:19])[cH:10][cH:11][n:12]2)[n:7]1. Starting materials: CC(C)(C)[O-].[Na+] (NaOtBu), C1CCOC1 (THF), ClC1=CC2=C(C(=N1)CCNCC1=CC=C(C=C1)OC)C(=NN2C(C2=CC=CC=C2)(C2=CC=CC=C2)C2=CC=CC=C2)I (2-(6-chloro-3-iodo-1-trityl-1H-pyrazolo[4,3-c]pyridin-4-yl)-N-(4-methoxybenzyl)ethanamine). Reagents/catalysts: CC(C)OC1=C(C(=CC=C1)OC(C)C)C2=CC=CC=C2P(C3CCCCC3)C4CCCCC4 (RuPhos). The solvent is CCOC(=O)C (EtOAc). Conditions: temperature 55 celsius. Yields the product ClC1=NC=2CCN(C=3C2C(=C1)N(N3)C(C3=CC=CC=C3)(C3=CC=CC=C3)C3=CC=CC=C3)CC3=CC=C(C=C3)OC (7-chloro-3-(4-methoxybenzyl)-1-trityl-1,3,4,5-tetrahydropyrazolo[3,4,5-de][1,6]naphthyridine). RXN SMILES: [Cl:1][C:2]1[N:7]=[C:6]([CH2:8][CH2:9][NH:10][CH2:11][C:12]2[CH:17]=[CH:16][C:15]([O:18][CH3:19])=[CH:14][CH:13]=2)[C:5]2[C:20](I)=[N:21][N:22]([C:23]([C:36]3[CH:41]=[CH:40][CH:39]=[CH:38][CH:37]=3)([C:30]3[CH:35]=[CH:34][CH:33]=[CH:32][CH:31]=3)[C:24]3[CH:29]=[CH:28][CH:27]=[CH:26][CH:25]=3)[C:4]=2[CH:3]=1.CC([O-])(C)C.[Na+].C1COCC1>CC(OC1C=CC=C(OC(C)C)C=1C1C(P(C2CCCCC2)C2CCCCC2)=CC=CC=1)C.CCOC(C)=O>[Cl:1][C:2]1[CH:3]=[C:4]2[N:22]([C:23]([C:36]3[CH:41]=[CH:40][CH:39]=[CH:38][CH:37]=3)([C:24]3[CH:29]=[CH:28][CH:27]=[CH:26][CH:25]=3)[C:30]3[CH:35]=[CH:34][CH:33]=[CH:32][CH:31]=3)[N:21]=[C:20]3[C:5]2=[C:6]([CH2:8][CH2:9][N:10]3[CH2:11][C:12]2[CH:13]=[CH:14][C:15]([O:18][CH3:19])=[CH:16][CH:17]=2)[N:7]=1 |f:1.2|. Procedure details: 2-(6-chloro-3-iodo-1-trityl-1H-pyrazolo[4,3-c]pyridin-4-yl)-N-(4-methoxybenzyl)ethanamine (268 mg, 0.391 mmol) and RuPhos pre-catalyst (16 mg, 0.02 mmol) were charged in a 1 dram vial, evacuated and backfilled with nitrogen and taken in 1,4-dioxane (2 mL). Added a solution of 2M NaOtBu in THF (0.5 ml, 0.978 mmol) and reaction heated to 55° C. for 1 hour. The reaction mixture was diluted with EtOAc and washed with water, brine, dried with sodium sulfate and concentrated. Purification of the resid...